From a dataset of the Open Reaction Database (ORD), a public repository of structured organic reaction records. describe an organic reaction: reactants, conditions, products, and yield The reactants are COc1ccc(Cn2ncc3c4c(cnc32)CC(N)CC4)cc1, ClCCl, O=C=Nc1ccccc1. The product is COc1ccc(Cn2ncc3c4c(cnc32)CC(NC(=O)Nc2ccccc2)CC4)cc1. RXN SMILES: [CH3:1][O:2][c:3]1[cH:4][cH:5][c:6]([CH2:7][n:8]2[n:9][cH:10][c:11]3[c:12]2[n:13][cH:14][c:15]2[c:20]3[CH2:19][CH2:18][CH:17]([NH2:21])[CH2:16]2)[cH:22][cH:23]1.[Cl:33][CH2:34][Cl:35].[O:24]=[C:25]=[N:26][c:27]1[cH:28][cH:29][cH:30][cH:31][cH:32]1>>[CH3:1][O:2][c:3]1[cH:4][cH:5][c:6]([CH2:7][n:8]2[n:9][cH:10][c:11]3[c:12]2[n:13][cH:14][c:15]2[c:20]3[CH2:19][CH2:18][CH:17]([NH:21][C:25](=[O:24])[NH:26][c:27]3[cH:28][cH:29][cH:30][cH:31][cH:32]3)[CH2:16]2)[cH:22][cH:23]1. Starting materials: [Li]CCCC (nBuLi), ClP(C1CCCCC1)C1CCCCC1 (chlorodicyclohexylphosphine), COC1=CC(=CC=C1)OC (1,3-dimethoxybenzene), [Li]CCCC (nBuLi), BrC1=C(C=CC=C1)Cl (2-bromochlorobenzene). Run in C1CCOC1 (THF). Conditions: time 3.5 hour. Yields the product COC=1C=CC=C(C1C=2C=CC=CC2P(C3CCCCC3)C4CCCCC4)OC (S-Phos). Isolated yield 36.0%. Reaction SMILES: [CH3:1][O:2][C:3]1[CH:8]=[CH:7][CH:6]=[C:5]([O:9][CH3:10])[CH:4]=1.[Li]CCCC.Br[C:17]1[CH:22]=[CH:21][CH:20]=[CH:19][C:18]=1Cl.Cl[P:25]([CH:32]1[CH2:37][CH2:36][CH2:35][CH2:34][CH2:33]1)[CH:26]1[CH2:31][CH2:30][CH2:29][CH2:28][CH2:27]1>C1COCC1>[CH3:1][O:2][C:3]1[CH:8]=[CH:7][CH:6]=[C:5]([O:9][CH3:10])[C:4]=1[C:18]1[CH:19]=[CH:20][CH:21]=[CH:22][C:17]=1[P:25]([CH:32]1[CH2:33][CH2:34][CH2:35][CH2:36][CH2:37]1)[CH:26]1[CH2:31][CH2:30][CH2:29][CH2:28][CH2:27]1. Procedure: To a solution of 1,3-dimethoxybenzene (2 ml, 15.30 mmol) in anhydrous THF (35 ml) at 0° C., nBuLi (6.2 ml, 15.50 mmol) is added to the dropping funnel for 5 min. The reaction medium is stirred at room temperature for 3.5 h, then 2-bromochlorobenzene (1.6 ml, 13.70 mmol) is added by syringe, dropwise, at 0° C., for 30 min. After 15 min of stirring, the reaction medium is cooled to −78° C. and nBuLi (6.20 ml, 15.50 mmol) is added to the dropping funnel dropwise for 5 min. After 30 min, chlorodicyc... The reactants are Al(CH3CO2)3, NCC(=O)O (glycine), C(C)[N+](=O)[O-] (C2H5NO2), [Al] (aluminum), [Al] (aluminum), NCC(=O)O (glycine), NCC(=O)O (glycine), [Al] (aluminum), [Al] (aluminum). Conditions: temperature 210 fahrenheit. The product is C(C)(=O)[O-].[Al+3].C(C)(=O)[O-].C(C)(=O)[O-] (Aluminum Acetate). Reaction SMILES: [Al:1].N[CH2:3][C:4]([OH:6])=[O:5].C([N+]([O-])=O)C>>[C:4]([O-:6])(=[O:5])[CH3:3].[Al+3:1].[C:4]([O-:6])(=[O:5])[CH3:3].[C:4]([O-:6])(=[O:5])[CH3:3] |f:3.4.5.6|. Procedure details: 97.85 g of lemon-flavored hard candy stock was placed in an aluminum pan and heated at 210° F. to a mobile syrup. To this hot stock was added 2.15 g of a dry, finely-ground mixture containing 0.76 g of Al(CH3CO2)3 and 1.39 g of anhydrous glycine, C2H5NO2. The dry component was evenly distributed in the melted stock by thorough mixing and the product was poured onto a greased aluminum pan, forming a circular mass approximately 4 mm thick. As it cooled toward room temperature, it was scored with a... Reactants: CC(C)(OC(=O)NCCC1=CC=C(C=C1)NS(=O)(=O)C=CC1=CC=CC=C1)C (N-[4-[2-[[(1,1-dimethylethoxy)carbonyl]amino]ethyl]phenyl]-β-styrenesulfonamide). The reagents and catalysts are [OH-].[Pd+2].[OH-] (palladium hydroxide). The solvent is CO (methanol). The product is CC(C)(OC(=O)NCCC1=CC=C(C=C1)NS(=O)(=O)CCC1=CC=CC=C1)C (N-[4-[2-[[(1,1-dimethylethoxy)carbonyl]amino]ethyl]phenyl]-2-phenylethanesulfonamide). The yield is 81.9%. Reaction SMILES: [CH3:1][C:2]([CH3:28])([O:4][C:5]([NH:7][CH2:8][CH2:9][C:10]1[CH:15]=[CH:14][C:13]([NH:16][S:17]([CH:20]=[CH:21][C:22]2[CH:27]=[CH:26][CH:25]=[CH:24][CH:23]=2)(=[O:19])=[O:18])=[CH:12][CH:11]=1)=[O:6])[CH3:3]>CO.[OH-].[Pd+2].[OH-]>[CH3:3][C:2]([CH3:28])([O:4][C:5]([NH:7][CH2:8][CH2:9][C:10]1[CH:15]=[CH:14][C:13]([NH:16][S:17]([CH2:20][CH2:21][C:22]2[CH:27]=[CH:26][CH:25]=[CH:24][CH:23]=2)(=[O:19])=[O:18])=[CH:12][CH:11]=1)=[O:6])[CH3:1] |f:2.3.4|. Reported procedure: A solution of 204 mg (0.507 mmol) of Boc amine from Example 16 in methanol was stirred over 20% palladium hydroxide under an atmosphere of hydrogen overnight. The reaction mixture was then filtered and concentrated. Purification by flash chromatography (silica gel, 30% ethyl acetate/hexane) gave 168 mg (82%) of the title compound as a white solid: 1H NMR (200 MHz, CDCl3) δ7.39-7.21 (m, 3H), 7.15-7.06 (m, 4H), 6.96 (d, 2H, J=8.1 Hz), 6.25 (s, 1H), 4.49 (br s, 1H), 3.35-3.24 (m, 4H), 3.18-3.05 (m,... Reactants: ClC1=C(C=C(C=C1)C1=CC(=CC=C1)F)CNC=1C(=C(OCC(=O)OCC)C=CC1F)F (ethyl 2-[3-[[2-chloro-5-(3-fluorophenyl)phenyl]methylamino]-2,4-difluoro-phenoxy]acetate), [OH-].[Na+] (NaOH). Solvent: C1CCOC1 (THF). Conditions: time 2 hour. The product is ClC1=C(C=C(C=C1)C1=CC(=CC=C1)F)CNC=1C(=C(OCC(=O)O)C=CC1F)F (2-[3-[[2-Chloro-5-(3-fluorophenyl)phenyl]methylamino]-2,4-difluoro-phenoxy]acetic acid). The yield is 87.8%. Reaction SMILES: [Cl:1][C:2]1[CH:7]=[CH:6][C:5]([C:8]2[CH:13]=[CH:12][CH:11]=[C:10]([F:14])[CH:9]=2)=[CH:4][C:3]=1[CH2:15][NH:16][C:17]1[C:18]([F:31])=[C:19]([CH:27]=[CH:28][C:29]=1[F:30])[O:20][CH2:21][C:22]([O:24]CC)=[O:23].[OH-].[Na+]>C1COCC1>[Cl:1][C:2]1[CH:7]=[CH:6][C:5]([C:8]2[CH:13]=[CH:12][CH:11]=[C:10]([F:14])[CH:9]=2)=[CH:4][C:3]=1[CH2:15][NH:16][C:17]1[C:18]([F:31])=[C:19]([CH:27]=[CH:28][C:29]=1[F:30])[O:20][CH2:21][C:22]([OH:24])=[O:23] |f:1.2|. Procedure: To a solution of ethyl 2-[3-[[2-chloro-5-(3-fluorophenyl)phenyl]methylamino]-2,4-difluoro-phenoxy]acetate (120 mg, 0.27 mmol, 1.0 eq) in THF (8 mL) was added NaOH (1M aqueous solution, 3 mL, 3 mmol, 11.0 eq). The reaction was stirred at room temperature for 2 h. The THF was removed in vacuo and the residue acidified to pH 5 by addition of 1M HCl. The precipitate that formed was collected by filtration, washed with water and dried to give the title compound (I(l)) (100 mg, 88%). Reactants: ClC1=NN2C(C(=CC=C2)C2=C(C=CC(=C2)C(F)(F)F)OC)=N1 (2-chloro-8-(2-methoxy-5-trifluoromethyl-phenyl)-[1,2,4]triazolo[1,5-a]pyridine), CN1CCN(CC1)C=1C=C(C=CC1)N (3-(4-methylpiperazin-1-yl)phenylamine). Product: COC1=C(C=C(C=C1)C(F)(F)F)C=1C=2N(C=CC1)N=C(N2)NC2=CC(=CC=C2)N2CCN(CC2)C ([8-(2-methoxy-5-trifloromethylphenyl)-[1,2,4]triazolo[1,5-a]pyridin-2-yl]-[3-(4-methyl-piperazin-1-yl)-phenyl]-amine), foam. Isolated yield 86.0%. RXN SMILES: Cl[C:2]1[N:22]=[C:5]2[C:6]([C:10]3[CH:15]=[C:14]([C:16]([F:19])([F:18])[F:17])[CH:13]=[CH:12][C:11]=3[O:20][CH3:21])=[CH:7][CH:8]=[CH:9][N:4]2[N:3]=1.[CH3:23][N:24]1[CH2:29][CH2:28][N:27]([C:30]2[CH:31]=[C:32]([NH2:36])[CH:33]=[CH:34][CH:35]=2)[CH2:26][CH2:25]1>>[CH3:21][O:20][C:11]1[CH:12]=[CH:13][C:14]([C:16]([F:19])([F:18])[F:17])=[CH:15][C:10]=1[C:6]1[C:5]2[N:4]([N:3]=[C:2]([NH:36][C:32]3[CH:33]=[CH:34][CH:35]=[C:30]([N:27]4[CH2:26][CH2:25][N:24]([CH3:23])[CH2:29][CH2:28]4)[CH:31]=3)[N:22]=2)[CH:9]=[CH:8][CH:7]=1. Reported procedure: [8-(2-methoxy-5-trifloromethylphenyl)-[1,2,4]triazolo[1,5-a]pyridin-2-yl]-[3-(4-methyl-piperazin-1-yl)-phenyl]-amine was prepared from 2-chloro-8-(2-methoxy-5-trifluoromethyl-phenyl)-[1,2,4]triazolo[1,5-a]pyridine (0.150 g, 0.5 mmol), and 3-(4-methylpiperazin-1-yl)phenylamine (0.096 g, 0.5 mmol) in a manner analogous to Example 2d. Product was isolated as a foam (0.19 g, 86%). 1H NMR (400 MHz, CDCl3, δ, ppm): 8.45 (d, J=6.4 Hz, 1H), 7.91 (s, 1H), 7.68 (d, J=7.7 Hz, 1H), 7.53 (d, J=6.4 Hz, 1H), 7... Reactants: C(C)N1N=C(C2=NC=CC=C21)C2=CC=C(C=C2)C(=CC(=O)OCC)C2=NC1=C(N2COCC[Si](C)(C)C)C=CC=C1 (ethyl 3-[4-(1-ethyl-1H-pyrazolo[4,3-b]pyridin-3-yl)phenyl]-3-(1-[{2-(trimethylsilyl)ethoxy}methyl]-1H-benzo[d]imidazol-2-yl)acrylate). The reagents and catalysts are [Pd] (Pd—C). Run in CCO (EtOH). Run at time 8 hour. Yields the product C(C)N1N=C(C2=NC=CC=C21)C2=CC=C(C=C2)C(CC(=O)OCC)C2=NC1=C(N2COCC[Si](C)(C)C)C=CC=C1 (Ethyl 3-[4-(1-ethyl-1H-pyrazolo[4,3-b]pyridin-3-yl)phenyl]-3-(1-[{2-(trimethylsilyl)ethoxy}methyl]-1H-benzo[d]imidazol-2-yl)propanoate). Isolated yield 90.7%. As a reaction SMILES: [CH2:1]([N:3]1[C:11]2[C:6](=[N:7][CH:8]=[CH:9][CH:10]=2)[C:5]([C:12]2[CH:17]=[CH:16][C:15]([C:18]([C:25]3[N:29]([CH2:30][O:31][CH2:32][CH2:33][Si:34]([CH3:37])([CH3:36])[CH3:35])[C:28]4[CH:38]=[CH:39][CH:40]=[CH:41][C:27]=4[N:26]=3)=[CH:19][C:20]([O:22][CH2:23][CH3:24])=[O:21])=[CH:14][CH:13]=2)=[N:4]1)[CH3:2]>CCO.[Pd]>[CH2:1]([N:3]1[C:11]2[C:6](=[N:7][CH:8]=[CH:9][CH:10]=2)[C:5]([C:12]2[CH:13]=[CH:14][C:15]([CH:18]([C:25]3[N:29]([CH2:30][O:31][CH2:32][CH2:33][Si:34]([CH3:37])([CH3:36])[CH3:35])[C:28]4[CH:38]=[CH:39][CH:40]=[CH:41][C:27]=4[N:26]=3)[CH2:19][C:20]([O:22][CH2:23][CH3:24])=[O:21])=[CH:16][CH:17]=2)=[N:4]1)[CH3:2]. Procedure: A mixture of ethyl 3-[4-(1-ethyl-1H-pyrazolo[4,3-b]pyridin-3-yl)phenyl]-3-(1-[{2-(trimethylsilyl)ethoxy}methyl]-1H-benzo[d]imidazol-2-yl)acrylate (100 mg) and 10% Pd—C (18.74 mg) in EtOH (10 mL) was hydrogenated under balloon pressure at room temperature overnight. The catalyst was removed by filtration and the filtrate was concentrated under reduced pressure to give the title compound (91 mg).